This data is from the Open Reaction Database (ORD), a public repository of structured organic reaction records. The task is: describe an organic reaction: reactants, conditions, products, and yield The reactants are C(C)(C)O (isopropanol), Cl (HCl), ClC=1C2=C(N=CN1)SC1=C2CCC2(OCCO2)C1 (4-chloro-5,8-dihydro-6H-spiro[1-benzothieno[2,3-d]pyrimidine-7,2′-[1,3]dioxolane]), ClC=1C=C(N)C=CC1OCC1=NC(=CC=C1)C (3-chloro-4-[(6-methylpyridin-2-yl)methoxy]aniline). Run in O1CCOCC1 (dioxane). Reaction conditions: temperature 80 celsius, time 8 hour. Yields the product ClC=1C=C(C=CC1OCC1=NC(=CC=C1)C)NC=1C2=C(N=CN1)SC1=C2CCC2(OCCO2)C1 (N-{3-chloro-4-[(6-methylpyridin-2-yl)methoxy]phenyl}-5,8-dihydro-6H-spiro[1-benzothieno[2,3-d]pyrimidine-7,2′-[1,3]dioxolan]-4-amine). As a reaction SMILES: C(O)(C)C.Cl[C:6]1[C:7]2[C:14]3[CH2:15][CH2:16][C:17]4([CH2:22][C:13]=3[S:12][C:8]=2[N:9]=[CH:10][N:11]=1)[O:21][CH2:20][CH2:19][O:18]4.[Cl:23][C:24]1[CH:25]=[C:26]([CH:28]=[CH:29][C:30]=1[O:31][CH2:32][C:33]1[CH:38]=[CH:37][CH:36]=[C:35]([CH3:39])[N:34]=1)[NH2:27].Cl>O1CCOCC1>[Cl:23][C:24]1[CH:25]=[C:26]([NH:27][C:6]2[C:7]3[C:14]4[CH2:15][CH2:16][C:17]5([CH2:22][C:13]=4[S:12][C:8]=3[N:9]=[CH:10][N:11]=2)[O:21][CH2:20][CH2:19][O:18]5)[CH:28]=[CH:29][C:30]=1[O:31][CH2:32][C:33]1[CH:38]=[CH:37][CH:36]=[C:35]([CH3:39])[N:34]=1. Procedure: To isopropanol (80 mL) was sequentially added 4-chloro-5,8-dihydro-6H-spiro[1-benzothieno[2,3-d]pyrimidine-7,2′-[1,3]dioxolane] (5.5 g, 19.4 mmol), 3-chloro-4-[(6-methylpyridin-2-yl)methoxy]aniline (4.61 g, 18.5 mmol), and 4N HCl in dioxane (0.8 mL). The suspension was stirred with heating to 80° C., upon which time the contents turn brown and homogeneous. After 8 h, the heterogeneous mixture was removed from heating, and allowed to cool to rt. The resultant precipitate was collected by filtrati... Reactants: C(C1=CC=CC=C1)OC=1C=C2C(=C(N(C(C2=CC1)=O)CC(C)C)C(=O)OCC)OCCCC(F)(F)F (ethyl 6-benzyloxy-2-isobutyl-1-oxo-4-(4,4,4-trifluorobutoxy)-1,2-dihydro-3-isoquinolinecarboxylate), [OH-].[Na+] (sodium hydroxide), Cl (hydrochloric acid), O (water). Solvent: C(C)O (ethanol). The product is C(C1=CC=CC=C1)OC=1C=C2C(=C(N(C(C2=CC1)=O)CC(C)C)C(=O)O)OCCCC(F)(F)F (6-benzyloxy-2-isobutyl-1-oxo-4-(4,4,4-trifluorobutoxy)-1,2-dihydro-3-isoquinolinecarboxylic acid). Isolated yield 78.8%. RXN SMILES: [CH2:1]([O:8][C:9]1[CH:10]=[C:11]2[C:16](=[CH:17][CH:18]=1)[C:15](=[O:19])[N:14]([CH2:20][CH:21]([CH3:23])[CH3:22])[C:13]([C:24]([O:26]CC)=[O:25])=[C:12]2[O:29][CH2:30][CH2:31][CH2:32][C:33]([F:36])([F:35])[F:34])[C:2]1[CH:7]=[CH:6][CH:5]=[CH:4][CH:3]=1.[OH-].[Na+].O.Cl>C(O)C>[CH2:1]([O:8][C:9]1[CH:10]=[C:11]2[C:16](=[CH:17][CH:18]=1)[C:15](=[O:19])[N:14]([CH2:20][CH:21]([CH3:23])[CH3:22])[C:13]([C:24]([OH:26])=[O:25])=[C:12]2[O:29][CH2:30][CH2:31][CH2:32][C:33]([F:34])([F:35])[F:36])[C:2]1[CH:3]=[CH:4][CH:5]=[CH:6][CH:7]=1 |f:1.2|. Procedure: To a solution of ethyl 6-benzyloxy-2-isobutyl-1-oxo-4-(4,4,4-trifluorobutoxy)-1,2-dihydro-3-isoquinolinecarboxylate (6.57 g, 13 mmol) in ethanol (50 mL) was added an aqueous solution (20 mL) of sodium hydroxide (2.08 g, 52 mmol). The obtained mixture was refluxed under heating for 12 h. The reaction mixture was poured into water acidified with 1N hydrochloric acid and extracted with ethyl acetate. The extract was washed with brine, dried over anhydrous magnesium, sulfate and concentrated under r... Reactants: C(C)OC(CC(CCC)N1C(NC2=C1C=CC=C2)=O)=O (3-(2-Oxo-2,3-dihydro-benzoimidazol-1-yl)-hexanoic acid ethyl ester), CN1C(=C(C2=CC=CC(=C12)CO)C)C ((1,2,3-Trimethyl-1H-indol-7-yl)-methanol), N(=NC(=O)OC(C)C)C(=O)OC(C)C (DIAD), C1(=CC=CC=C1)P(C1=CC=CC=C1)C1=CC=CC=C1 (triphenylphosphine). Solvent: C1CCOC1 (THF). Conditions: time 12 hour. Yields the product C(C)OC(CC(CCC)N1C(N(C2=C1C=CC=C2)CC=2C=CC=C1C(=C(N(C21)C)C)C)=O)=O (3-[2-Oxo-3-(1,2,3-trimethyl-1H-indol-7-ylmethyl)-2,3-dihydro-benzoimidazol-1-yl]-hexanoic acid ethyl ester). The yield is 49.7%. RXN SMILES: [CH2:1]([O:3][C:4](=[O:20])[CH2:5][CH:6]([N:10]1[C:14]2[CH:15]=[CH:16][CH:17]=[CH:18][C:13]=2[NH:12][C:11]1=[O:19])[CH2:7][CH2:8][CH3:9])[CH3:2].[CH3:21][N:22]1[C:30]2[C:25](=[CH:26][CH:27]=[CH:28][C:29]=2[CH2:31]O)[C:24]([CH3:33])=[C:23]1[CH3:34].N(C(OC(C)C)=O)=NC(OC(C)C)=O.C1(P(C2C=CC=CC=2)C2C=CC=CC=2)C=CC=CC=1>C1COCC1>[CH2:1]([O:3][C:4](=[O:20])[CH2:5][CH:6]([N:10]1[C:14]2[CH:15]=[CH:16][CH:17]=[CH:18][C:13]=2[N:12]([CH2:31][C:29]2[CH:28]=[CH:27][CH:26]=[C:25]3[C:30]=2[N:22]([CH3:21])[C:23]([CH3:34])=[C:24]3[CH3:33])[C:11]1=[O:19])[CH2:7][CH2:8][CH3:9])[CH3:2]. Procedure details: To a solution of 3-(2-Oxo-2,3-dihydro-benzoimidazol-1-yl)-hexanoic acid ethyl ester (100 mg, 0.36 mmol) in THF (10 mL) were added (1,2,3-Trimethyl-1H-indol-7-yl)-methanol (103 mg, 0.54 mmol), DIAD (diisoproyl azo-dicarboxylate) (0.14 mL, 0.7 mmol) and triphenylphosphine (95 mg, 0.36 mmol) at room temperature. The solution was stirred at the same temperatrue for 12 hours. The solution was filtered and the filtrate was concentrated. The residue was purified by combFlash with 10% EtOAc in Hexane as...